From a dataset of the Open Reaction Database (ORD), a public repository of structured organic reaction records. describe an organic reaction: reactants, conditions, products, and yield Starting materials: FC(C1=NN=C2N1N=C(C=C2)C(C)=O)(C=2C=C1C=CC=NC1=CC2)F (1-(3-(difluoro(quinolin-6-yl)methyl)-[1,2,4]triazolo[4,3-b]pyridazin-6-yl)ethanone), Cl.N(N)C(=O)N (hydrazinecarboxamide hydrochloride). The solvent is CO (MeOH). The product is FC(C1=NN=C2N1N=C(C=C2)\C(\C)=N\NC(=O)N)(C=2C=C1C=CC=NC1=CC2)F ((E)-2-(1-(3-(Difluoro(quinolin-6-yl)methyl)-[1,2,4]triazolo[4,3-b]pyridazin-6-yl)ethylidene)-hydrazinecarboxamide). Isolated yield 77.0%. RXN SMILES: [F:1][C:2]([F:25])([C:15]1[CH:16]=[C:17]2[C:22](=[CH:23][CH:24]=1)[N:21]=[CH:20][CH:19]=[CH:18]2)[C:3]1[N:7]2[N:8]=[C:9]([C:12](=O)[CH3:13])[CH:10]=[CH:11][C:6]2=[N:5][N:4]=1.Cl.[NH:27]([C:29]([NH2:31])=[O:30])[NH2:28]>CO>[F:1][C:2]([F:25])([C:15]1[CH:16]=[C:17]2[C:22](=[CH:23][CH:24]=1)[N:21]=[CH:20][CH:19]=[CH:18]2)[C:3]1[N:7]2[N:8]=[C:9](/[C:12](=[N:28]/[NH:27][C:29]([NH2:31])=[O:30])/[CH3:13])[CH:10]=[CH:11][C:6]2=[N:5][N:4]=1 |f:1.2|. Procedure details: A solution of 1-(3-(difluoro(quinolin-6-yl)methyl)-[1,2,4]triazolo[4,3-b]pyridazin-6-yl)ethanone (100 mg, 0.295 mmol) and hydrazinecarboxamide hydrochloride (44.3 mg, 0.589 mmol) in MeOH was stirred at room temperature for overnight. Solvent was evaporated and the residue was dissolved in a small amount of MeOH. Solid was filtered and dried to give the title compound as a white solid (90 mg, 75%). 1H-NMR (400 MHz, DMSO-d6) δ ppm 9.90 (s, 1H), 9.06 (d, 1H), 8.62 (d, 1H), 8.49 (m, 2H), 8.34 (d, 1H... Starting materials: O, C=C1CC2C(=O)N(c3ccc(OC(F)(F)F)cc3)C(O)C2C1, O=C(O)C(F)(F)F. Yields the product C=C1CC2CN(c3ccc(OC(F)(F)F)cc3)C(=O)C2C1. RXN SMILES: [OH2:23].[OH:1][CH:2]1[CH:3]2[CH:4]([C:5](=[O:18])[N:6]1[c:7]1[cH:8][cH:9][c:10]([O:13][C:14]([F:15])([F:16])[F:17])[cH:11][cH:12]1)[CH2:19][C:20](=[CH2:22])[CH2:21]2.[OH:24][C:25]([C:26]([F:27])([F:28])[F:29])=[O:30]>>[CH2:2]1[CH:3]2[CH:4]([C:5](=[O:18])[N:6]1[c:7]1[cH:8][cH:9][c:10]([O:13][C:14]([F:15])([F:16])[F:17])[cH:11][cH:12]1)[CH2:19][C:20](=[CH2:22])[CH2:21]2. Yields the product C1(=CC=CC=C1)C1(CC1)C(=O)OC (Methyl 1-phenylcyclopropanecarboxylate). Run at time 1 hour. As a reaction SMILES: CI.[C:3]1([C:9]2([C:12]([OH:14])=[O:13])[CH2:11][CH2:10]2)[CH:8]=[CH:7][CH:6]=[CH:5][CH:4]=1.[C:15](=O)([O-])[O-].[K+].[K+]>CN(C=O)C.C(OCC)C>[C:3]1([C:9]2([C:12]([O:14][CH3:15])=[O:13])[CH2:11][CH2:10]2)[CH:8]=[CH:7][CH:6]=[CH:5][CH:4]=1 |f:2.3.4|. Run in CN(C)C=O (DMF), C(C)OCC (diethyl ether). Reported procedure: Methyl iodide (2.8 mL, 45.0 mmol) was added to a mixture of 1-phenylcyclo-propanecarboxylic acid (4.9 g, 30.0 mmol) and potassium carbonate (8.3 g, 60.0 mmol) in DMF (50 mL) at room temperature and the reaction mixture was stirred for 1 h. Then the reaction mixture was diluted with diethyl ether. The resulting mixture was washed with water (×2) and brine successively, then dried and concentrated to afford the desired product. Starting materials: CI (Methyl iodide), C1(=CC=CC=C1)C1(CC1)C(=O)O (1-phenylcyclo-propanecarboxylic acid), C([O-])([O-])=O.[K+].[K+] (potassium carbonate). Starting materials: BrC=1C(=C(C=CC1)B(O)O)F (3-bromo-2-fluoro-phenylboronic acid), C(C)(=O)O (acetic acid), OO (hydrogen peroxide). Solvent: O1CCCC1 (tetrahydrofuran). Conditions: time 24 hour. The product is BrC=1C(=C(C=CC1)O)F (3-bromo-2-fluoro-phenol). Yield: 89.0%. RXN SMILES: [Br:1][C:2]1[C:3]([F:11])=[C:4](B(O)O)[CH:5]=[CH:6][CH:7]=1.C(O)(=[O:14])C.OO>O1CCCC1>[Br:1][C:2]1[C:3]([F:11])=[C:4]([OH:14])[CH:5]=[CH:6][CH:7]=1. Procedure details: To a solution of 3-bromo-2-fluoro-phenylboronic acid (25.0 g, 0.114 mol) in tetrahydrofuran (250 mL) was added glacial acetic acid (150 mL). The resulting mixture was cooled to 0° C. before hydrogen peroxide (50% aqueous solution, 25 mL) was added. The resulting mixture was allowed to come to room temperature and stirred for 24 h. The mixture was evaporated and the residue was dissolved in ethyl acetate, washed with hydrochloric acid (0.5N), water and brine. The organic phase was dried, filtered... RXN SMILES: [Br:1][N:2]1[C:3](=[O:4])[CH2:5][CH2:6][C:7]1=[O:8].[CH2:9]([CH3:10])[c:11]1[c:12]([OH:17])[cH:13][cH:14][cH:15][cH:16]1.[CH:18]([N:19]([CH:20]([CH3:21])[CH3:22])[CH2:23][CH3:24])([CH3:25])[CH3:26].[Cl:28][CH2:29][Cl:30].[ClH:27]>>[Br:1][c:13]1[c:12]([OH:17])[c:11]([CH2:9][CH3:10])[cH:16][cH:15][cH:14]1. The product is CCc1cccc(Br)c1O. Reactants: O=C1CCC(=O)N1Br, CCc1ccccc1O, CCN(C(C)C)C(C)C, ClCCl, Cl. Reactants: BrCC=C(CCC)CCC (1-bromo-3-propyl-2-hexene), C1(=CC=CC=C1)S(=O)[O-].[Na+] (sodium phenyl sulfinate). Product: C(CC)C(=CCS(=O)(=O)C1=CC=CC=C1)CCC ((3-propyl-2-hexenyl)-phenyl sulfone). Reaction SMILES: Br[CH2:2][CH:3]=[C:4]([CH2:8][CH2:9][CH3:10])[CH2:5][CH2:6][CH3:7].[C:11]1([S:17]([O-:19])=[O:18])[CH:16]=[CH:15][CH:14]=[CH:13][CH:12]=1.[Na+]>>[CH2:5]([C:4]([CH2:8][CH2:9][CH3:10])=[CH:3][CH2:2][S:17]([C:11]1[CH:16]=[CH:15][CH:14]=[CH:13][CH:12]=1)(=[O:19])=[O:18])[CH2:6][CH3:7] |f:1.2|. Procedure details: Using the procedure of Example I, 1-bromo-3-propyl-2-hexene was reacted with sodium phenyl sulfinate to form (3-propyl-2-hexenyl)-phenyl sulfone which was then reacted with ethyl β,β-dimethyl-acrylate to form ethyl dl-trans 3,3-dimethyl-2-(2'-propyl-1'-pentenyl)-cyclopropanecarboxylate having a boiling point of 80° C at 0.06 mm Hg and a refractive index nD22 = 1.464. The said ethyl ester was hydrolyzed under alkaline conditions to form dl-trans 3,3-dimethyl-2-(2'-propyl-1'-pentenyl)-cyclopropane... Reactants: ClC1=NNC2=CC=C(C=C12)[N+](=O)[O-] (3-chloro-5-nitro-1H-indazole), C([O-])([O-])=O.[K+].[K+] (potassium carbonate), ClCCN1CCCC1 (1-(2-chloro-ethyl)-pyrrolidine). Solvent: CN(C)C=O (DMF). Conditions: temperature 50 celsius. The product is ClC1=NN(C2=CC=C(C=C12)[N+](=O)[O-])CCN1CCCC1 (3-chloro-5-nitro-1-(2-pyrrolidin-1-yl-ethyl)-1H-indazole). As a reaction SMILES: [Cl:1][C:2]1[C:10]2[C:5](=[CH:6][CH:7]=[C:8]([N+:11]([O-:13])=[O:12])[CH:9]=2)[NH:4][N:3]=1.C(=O)([O-])[O-].[K+].[K+].Cl[CH2:21][CH2:22][N:23]1[CH2:27][CH2:26][CH2:25][CH2:24]1>CN(C=O)C>[Cl:1][C:2]1[C:10]2[C:5](=[CH:6][CH:7]=[C:8]([N+:11]([O-:13])=[O:12])[CH:9]=2)[N:4]([CH2:21][CH2:22][N:23]2[CH2:27][CH2:26][CH2:25][CH2:24]2)[N:3]=1 |f:1.2.3|. Reported procedure: A mixture of 3-chloro-5-nitro-1H-indazole (1.5 g, 7.6 mmol) was treated with potassium carbonate (3.1 g, 23 mmol) in DMF (20 mL) for 30 minutes, after which 1-(2-chloro-ethyl)-pyrrolidine (1.9 g, 11 mmol) was added. The mixture was heated to 50° C. for 6 hours, cooled to room temperature, filtered through a plug of silica gel, which was rinsed with triethylamine/ethyl acetate (1/4). The filtrate was concentrated under reduced pressure and purified by flash chromatography (silica gel, triethylami... Starting materials: ClC[Si](Cl)(Cl)Cl (chloromethyltrichlorosilane), C1(=CC=CC=C1)[Li] (phenyllithium). Run in O1CCCC1 (tetrahydrofuran). Reaction conditions: time 30 minute. Yields the product ClC[Si](C1=CC=CC=C1)(Cl)Cl (Chloromethyl(dichloro)phenylsilane). The yield is 28.8%. Reaction SMILES: [Cl:1][CH2:2][Si:3]([Cl:6])(Cl)[Cl:4].[C:7]1([Li])[CH:12]=[CH:11][CH:10]=[CH:9][CH:8]=1>O1CCCC1>[Cl:1][CH2:2][Si:3]([Cl:6])([Cl:4])[C:7]1[CH:12]=[CH:11][CH:10]=[CH:9][CH:8]=1. Procedure details: A solution of 25.1 ml (36.8 g, 0.200 mol) of chloromethyltrichlorosilane in 400 ml dry tetrahydrofuran was cooled to -78° under nitrogen and stirred vigorously while 48.0 ml (0.100 mol) of 2.1 molar phenyllithium was slowly dripped in over 1 hour. After stirring another 30 minutes at -78° the solution was allowed to warm to room temperature and evaporated to about 200 ml. Addition of 500 ml ether, filtration to remove precipitated lithium chloride, and evaporation of the filtrate left 25.0 g of ... The reactants are COn1cc(C(=O)O)ccc1=O, CC(N)C(N)(c1ccc(F)cc1)c1ccc(F)cc1. Yields the product COn1cc(C2=NC(c3ccc(F)cc3)(c3ccc(F)cc3)C(C)N2)ccc1=O. RXN SMILES: [CH3:20][O:21][n:22]1[c:23](=[O:31])[cH:24][cH:25][c:26]([C:28]([OH:29])=[O:30])[cH:27]1.[F:1][c:2]1[cH:3][cH:4][c:5]([C:8]([CH:9]([CH3:10])[NH2:11])([NH2:12])[c:13]2[cH:14][cH:15][c:16]([F:19])[cH:17][cH:18]2)[cH:6][cH:7]1>>[F:1][c:2]1[cH:3][cH:4][c:5]([C:8]2([c:13]3[cH:14][cH:15][c:16]([F:19])[cH:17][cH:18]3)[CH:9]([CH3:10])[NH:11][C:28]([c:26]3[cH:25][cH:24][c:23](=[O:31])[n:22]([O:21][CH3:20])[cH:27]3)=[N:12]2)[cH:6][cH:7]1. Product: Cn1ccnc1-c1cc2nccc(Oc3ccc(NC(=O)CC(=O)NC4CCN(C(=O)OC(C)(C)C)C4)cc3F)c2s1. Reaction SMILES: [CH3:53][CH2:54][O:55][C:56]([CH3:57])=[O:58].[CH:44]([N:45]([CH2:46][CH3:47])[CH:48]([CH3:49])[CH3:50])([CH3:51])[CH3:52].[Cl:25][C:26]([CH2:27][C:28](=[O:29])[NH:30][CH:31]1[CH2:32][N:33]([C:36](=[O:37])[O:38][C:39]([CH3:40])([CH3:41])[CH3:42])[CH2:34][CH2:35]1)=[O:43].[F:1][c:2]1[cH:3][c:4]([NH2:24])[cH:5][cH:6][c:7]1[O:8][c:9]1[c:10]2[c:11]([n:12][cH:13][cH:14]1)[cH:15][c:16](-[c:18]1[n:19]([CH3:23])[cH:20][cH:21][n:22]1)[s:17]2.[O:59]=[CH:60][N:61]([CH3:62])[CH3:63].[OH2:64]>>[F:1][c:2]1[cH:3][c:4]([NH:24][C:26]([CH2:27][C:28](=[O:29])[NH:30][CH:31]2[CH2:32][N:33]([C:36](=[O:37])[O:38][C:39]([CH3:40])([CH3:41])[CH3:42])[CH2:34][CH2:35]2)=[O:43])[cH:5][cH:6][c:7]1[O:8][c:9]1[c:10]2[c:11]([n:12][cH:13][cH:14]1)[cH:15][c:16](-[c:18]1[n:19]([CH3:23])[cH:20][cH:21][n:22]1)[s:17]2. Reactants: CCOC(C)=O, CCN(C(C)C)C(C)C, CC(C)(C)OC(=O)N1CCC(NC(=O)CC(=O)Cl)C1, Cn1ccnc1-c1cc2nccc(Oc3ccc(N)cc3F)c2s1, CN(C)C=O, O.